From a dataset of the Open Reaction Database (ORD), a public repository of structured organic reaction records. describe an organic reaction: reactants, conditions, products, and yield The reactants are N#Cc1c(Cl)c(Cl)cn1-c1ccc(CBr)cc1, CCCCc1nc2c(C)ccnc2[nH]1, CS(C)=O, [H-], [Na+], O. Product: CCCCc1nc2c(C)ccnc2n1Cc1ccc(-n2cc(Cl)c(Cl)c2C#N)cc1. RXN SMILES: [Br:17][CH2:18][c:19]1[cH:20][cH:21][c:22](-[n:25]2[c:26]([C:32]#[N:33])[c:27]([Cl:31])[c:28]([Cl:30])[cH:29]2)[cH:23][cH:24]1.[CH2:1]([CH2:2][CH2:3][CH3:4])[c:5]1[n:6][c:7]2[c:8]([n:9][cH:10][cH:11][c:12]2[CH3:13])[nH:14]1.[CH3:35][S:36](=[O:37])[CH3:38].[H-:15].[Na+:16].[OH2:34]>>[CH2:1]([CH2:2][CH2:3][CH3:4])[c:5]1[n:6][c:7]2[c:8]([n:9][cH:10][cH:11][c:12]2[CH3:13])[n:14]1[CH2:18][c:19]1[cH:20][cH:21][c:22](-[n:25]2[c:26]([C:32]#[N:33])[c:27]([Cl:31])[c:28]([Cl:30])[cH:29]2)[cH:23][cH:24]1. Reactants: N1=C(C=NC2=CC=CC=C12)NC1C2CCC(C1)N2C(=O)OC(C)(C)C ((±)-tert-butyl 2-(quinoxalin-2-ylamino)-7-azabicyclo[2.2.1]heptane-7-carboxylate), Cl (HCl). Run in O1CCOCC1 (1,4-dioxane), CC(C)O (iPrOH). Reaction conditions: temperature 70 celsius. The product is Cl.C12C(CC(CC1)N2)NC2=NC1=CC=CC=C1N=C2 (N-((±)-7-azabicyclo[2.2.1]heptan-2-yl)quinoxalin-2-amine hydrochloride). Reaction SMILES: [N:1]1[C:10]2[C:5](=[CH:6][CH:7]=[CH:8][CH:9]=2)[N:4]=[CH:3][C:2]=1[NH:11][CH:12]1[CH2:17][CH:16]2[N:18](C(OC(C)(C)C)=O)[CH:13]1[CH2:14][CH2:15]2.[ClH:26]>O1CCOCC1.CC(O)C>[ClH:26].[CH:13]12[NH:18][CH:16]([CH2:15][CH2:14]1)[CH2:17][CH:12]2[NH:11][C:2]1[CH:3]=[N:4][C:5]2[C:10](=[CH:9][CH:8]=[CH:7][CH:6]=2)[N:1]=1 |f:4.5|. Procedure details: To the title compound from step A (343 mg, 1 mmol) in 1,4-dioxane (10 mL) was added 6N HCl in iPrOH (1 mL). The reaction was heated to 70° C. for 2 h, cooled to rt, concentrated and used without further purification in subsequent steps. The reactants are C12(CC3CC(CC(C1)C3)C2)C2=CC=C(OCC(=O)N3CCN(CC3)C)C=C2 (2-(4-(adamantan-1-yl)phenoxy)-1-(4-methylpiperazin-1-yl)ethanone), FC(C(=O)O)(F)F (trifluoroacetic acid). The product is FC(C(=O)[O-])(F)F.C12(CC3CC(CC(C1)C3)C2)C2=CC=C(OCC(=O)N3CC[NH+](CC3)C)C=C2 (4-(2-(4-(adamantan-1-yl)phenoxy)acetyl)-1-methylpiperazin-1-ium 2,2,2-trifluoroacetate). Isolated yield 93.6%. RXN SMILES: [C:1]12([C:11]3[CH:27]=[CH:26][C:14]([O:15][CH2:16][C:17]([N:19]4[CH2:24][CH2:23][N:22]([CH3:25])[CH2:21][CH2:20]4)=[O:18])=[CH:13][CH:12]=3)[CH2:10][CH:5]3[CH2:6][CH:7]([CH2:9][CH:3]([CH2:4]3)[CH2:2]1)[CH2:8]2.[F:28][C:29]([F:34])([F:33])[C:30]([OH:32])=[O:31]>>[F:28][C:29]([F:34])([F:33])[C:30]([O-:32])=[O:31].[C:1]12([C:11]3[CH:27]=[CH:26][C:14]([O:15][CH2:16][C:17]([N:19]4[CH2:24][CH2:23][NH+:22]([CH3:25])[CH2:21][CH2:20]4)=[O:18])=[CH:13][CH:12]=3)[CH2:10][CH:5]3[CH2:6][CH:7]([CH2:9][CH:3]([CH2:4]3)[CH2:2]1)[CH2:8]2 |f:2.3|. Procedure: The title compound was prepared from 2-(4-(adamantan-1-yl)phenoxy)-1-(4-methylpiperazin-1-yl)ethanone (1.0 g, 2.7 mmol), prepared from the example 3, and trifluoroacetic acid (0.31 g, 2.7 mmol) according to the example 43, which was given 4-(2-(4-(adamantan-1-yl)phenoxy)acetyl)-1-methylpiperazin-1-ium 2,2,2-trifluoroacetate as a crystalline white solid (1.22 g, 93% yield). The reactants are Fc1ccccc1Br, C[Si](C)(C)Cl, CC(C)[N-]C(C)C, Cl, [Li+], C1CCOC1. The product is C[Si](C)(C)c1cccc(Br)c1F. RXN SMILES: [Br:1][c:2]1[c:3]([F:8])[cH:4][cH:5][cH:6][cH:7]1.[CH3:9][Si:10]([CH3:11])([CH3:12])[Cl:13].[CH:14]([N-:15][CH:16]([CH3:17])[CH3:18])([CH3:19])[CH3:20].[ClH:22].[Li+:21].[O:23]1[CH2:24][CH2:25][CH2:26][CH2:27]1>>[Br:1][c:2]1[c:3]([F:8])[c:4]([Si:10]([CH3:9])([CH3:11])[CH3:12])[cH:5][cH:6][cH:7]1.